Dataset: the Open Reaction Database (ORD), a public repository of structured organic reaction records. Task: describe an organic reaction: reactants, conditions, products, and yield Starting materials: N[C@H](CO)CSCC1CC1 (2(R)-amino-3-cyclopropylmethylsulfanylpropan-1-ol), COC(C(F)(F)F)O (trifluoroacetaldehyde methyl hemiacetal), O (water). Solvent: C1(=CC=CC=C1)C (toluene). Product: C1(CC1)CSCC1NC(OC1)C(F)(F)F (4-cyclopropylmethylsulfanylmethyl-2-trifluoromethyloxazolidine). The yield is 86.6%. As a reaction SMILES: [NH2:1][C@@H:2]([CH2:5][S:6][CH2:7][CH:8]1[CH2:10][CH2:9]1)[CH2:3][OH:4].CO[CH:13](O)[C:14]([F:17])([F:16])[F:15].O>C1(C)C=CC=CC=1>[CH:8]1([CH2:7][S:6][CH2:5][CH:2]2[CH2:3][O:4][CH:13]([C:14]([F:17])([F:16])[F:15])[NH:1]2)[CH2:10][CH2:9]1. Reported procedure: A solution of 2(R)-amino-3-cyclopropylmethylsulfanylpropan-1-ol (3.2 g, 20.0 mmol), prepared as described in Example 2, Steps 1 and 2 above, and trifluoroacetaldehyde methyl hemiacetal (2.6 g, 20.0 mmol) in toluene (20 mL) was heated at reflux with Dean Stark trapping of water for 24 h. The reaction mixture was concentrated to give 4-cyclopropylmethylsulfanylmethyl-2-trifluoromethyloxazolidine (4.18 g) as a pale yellow oil. The reactants are Cl.N1=C(C=CC=C1)N(C(=O)C1=CC2=C(N(C(=N2)CNC2=C(C=C(C=C2)C(N)=N)OC)C)C=C1)CCC(=O)OCC (1-methyl-2-[N-(4-amidino-2-methoxyphenyl)aminomethyl]benzimidazol-5-yl-carboxylic acid-N-(2-pyridyl)-N-(2-ethoxycarbonylethyl)amide hydrochloride), [OH-].[Na+] (sodium hydroxide), C26H27N7O4. The solvent is ClCCl.C(C)O (dichloromethane ethanol). Product: N1=C(C=CC=C1)N(C(=O)C1=CC2=C(N(C(=N2)CNC2=C(C=C(C=C2)C(N)=N)OC)C)C=C1)CCC(=O)O (1-Methyl-2-[N-(4-amidino-2-methoxyphenyl)aminomethyl]benzimidazol-5-yl-carboxylic acid-N-(2-pyridyl)-N-(2-hydroxycarbonylethyl)amide). Yield: 78.0%. RXN SMILES: Cl.[N:2]1[CH:7]=[CH:6][CH:5]=[CH:4][C:3]=1[N:8]([CH2:34][CH2:35][C:36]([O:38]CC)=[O:37])[C:9]([C:11]1[CH:33]=[CH:32][C:14]2[N:15]([CH3:31])[C:16]([CH2:18][NH:19][C:20]3[CH:25]=[CH:24][C:23]([C:26](=[NH:28])[NH2:27])=[CH:22][C:21]=3[O:29][CH3:30])=[N:17][C:13]=2[CH:12]=1)=[O:10].[OH-].[Na+]>ClCCl.C(O)C>[N:2]1[CH:7]=[CH:6][CH:5]=[CH:4][C:3]=1[N:8]([CH2:34][CH2:35][C:36]([OH:38])=[O:37])[C:9]([C:11]1[CH:33]=[CH:32][C:14]2[N:15]([CH3:31])[C:16]([CH2:18][NH:19][C:20]3[CH:25]=[CH:24][C:23]([C:26](=[NH:27])[NH2:28])=[CH:22][C:21]=3[O:29][CH3:30])=[N:17][C:13]=2[CH:12]=1)=[O:10] |f:0.1,2.3,4.5|. Procedure: Prepared analogously to Example 26 from 1-methyl-2-[N-(4-amidino-2-methoxyphenyl)aminomethyl]benzimidazol-5-yl-carboxylic acid-N-(2-pyridyl)-N-(2-ethoxycarbonylethyl)amide hydrochloride and sodium hydroxide solution. Yield: 78% of theory, C26H27N7O4 (501.6); Rf value: 0.12 (silica gel; dichloromethane/ethanol=4:1); EKA mass spectrum: (M+H)+=502. Reactants: O=C1CCCC=2C=CC(=CC12)NC(OC(C)(C)C)=O (tert-Butyl (8-oxo-5,6,7,8-tetrahydronaphthalen-2-yl)carbamate), CO (MeOH), [BH4-].[Na+] (sodium borohydride). Run in C1CCOC1 (THF). Conditions: temperature 0 celsius, time 1 hour. Yields the product OC1CCCC=2C=CC(=CC12)NC(OC(C)(C)C)=O (tert-Butyl (8-hydroxy-5,6,7,8-tetrahydronaphthalen-2-yl)carbamate). Reaction SMILES: [O:1]=[C:2]1[C:11]2[CH:10]=[C:9]([NH:12][C:13](=[O:19])[O:14][C:15]([CH3:18])([CH3:17])[CH3:16])[CH:8]=[CH:7][C:6]=2[CH2:5][CH2:4][CH2:3]1.CO.[BH4-].[Na+]>C1COCC1>[OH:1][CH:2]1[C:11]2[CH:10]=[C:9]([NH:12][C:13](=[O:19])[O:14][C:15]([CH3:17])([CH3:16])[CH3:18])[CH:8]=[CH:7][C:6]=2[CH2:5][CH2:4][CH2:3]1 |f:2.3|. Procedure details: To a solution of the compound of Formula 39-1 (740 mg, 2.83 mmol) in THF (5 mL)/MeOH (5 mL) was added sodium borohydride (107 mg, 2.83 mmol) while cooled at 0° C. The solution was stirred for 1 hour and concentrated to volume in vacuo. The residue was diluted with EtOAc (40 mL) and washed with sat'd sodium bicarbonate (2×10 mL) and brine (10 mL). Organics were dried over sodium sulfate, filtered, and concentrated in vacuo to yield the compound of Formula 39-2 as a solid. Starting materials: CO (methanol), BrC=1C=C(C=NC1)NS(=O)(=O)C1=C(C=C(C=C1)OC)F (N-(5-Bromopyridin-3-yl)-2-fluoro-4-methoxybenzenesulfonamide), B(Br)(Br)Br (boron tribromide), B(Br)(Br)Br (boron tribromide). Solvent: C(Cl)Cl (DCM). Conditions: time 8 hour. The product is BrC=1C=C(C=NC1)NS(=O)(=O)C1=C(C=C(C=C1)O)F (N-(5-Bromopyridin-3-yl)-2-fluoro-4-hydroxybenzenesulfonamide). Isolated yield 62.1%. As a reaction SMILES: [Br:1][C:2]1[CH:3]=[C:4]([NH:8][S:9]([C:12]2[CH:17]=[CH:16][C:15]([O:18]C)=[CH:14][C:13]=2[F:20])(=[O:11])=[O:10])[CH:5]=[N:6][CH:7]=1.B(Br)(Br)Br.CO>C(Cl)Cl>[Br:1][C:2]1[CH:3]=[C:4]([NH:8][S:9]([C:12]2[CH:17]=[CH:16][C:15]([OH:18])=[CH:14][C:13]=2[F:20])(=[O:10])=[O:11])[CH:5]=[N:6][CH:7]=1. Procedure: N-(5-Bromopyridin-3-yl)-2-fluoro-4-methoxybenzenesulfonamide (692 mg, 1.92 mmol) was dissolved in DCM (10 ml), the reaction flask was sealed and boron tribromide (5 ml, 1M solution in DCM) was added dropwise under an argon atmosphere. After stirring overnight at reflux, more boron tribromide was added (5 ml) and the mixture was refluxed for 18 h. After cooling in an ice bath, methanol was added dropwise and evaporated under reduced pressure. The mixture was poured into ice and extracted with eth... The reactants are aqueous solution, C1(O)=CC=C(O)C=C1 (hydroquinone), C(C)(=O)OC=C (vinyl acetate). The product is C(C)(=O)OC=C.C(\C=C\C)(=O)O (vinyl acetate crotonic acid). Reaction SMILES: [C:1]1([CH:8]=[CH:7][C:5]([OH:6])=CC=1)O.[C:9]([O:12][CH:13]=[CH2:14])(=[O:11])[CH3:10]>>[C:9]([O:12][CH:13]=[CH2:14])(=[O:11])[CH3:10].[C:5]([OH:11])(=[O:6])/[CH:7]=[CH:8]/[CH3:1] |f:2.3|. Procedure: Polymerization is terminated when the degree of polymerization reaches 85%, by the introduction of 4 ml of an aqueous solution containing 0.008 g of hydroquinone. The vinyl acetate which has not yet reacted is eliminated by distillation. The crotonic acid which has not yet reacted is eliminated by washing of the resulting beads with water.